Dataset: the Open Reaction Database (ORD), a public repository of structured organic reaction records. Task: describe an organic reaction: reactants, conditions, products, and yield The reactants are Cl.Cl.CN1CCC(CC1)COC=1C=C(C=CC1)N (3-(1-Methyl-piperidin-4-ylmethoxy)-phenylamine dihydrochloride), ClC1=NC=CC(=N1)C=1C(=NN(C1)C)C1=CC=C(C=C1)C (2-Chloro-4-(1-methyl-3-p-tolyl-1H-pyrazol-4-yl)-pyrimidine). The solvent is O1CCOCC1 (dioxane), C(CCC)O (n-butanol). Product: CN1CCC(CC1)COC=1C=C(C=CC1)NC1=NC=CC(=N1)C=1C(=NN(C1)C)C1=CC=C(C=C1)C ([3-(1-Methyl-piperidin-4ylmethoxy)-phenyl]-[4-(1-methyl-3-p-tolyl-1H-pyrazol-4-yl)-pyrimidin-2-yl]-amine). RXN SMILES: Cl.Cl.[CH3:3][N:4]1[CH2:9][CH2:8][CH:7]([CH2:10][O:11][C:12]2[CH:13]=[C:14]([NH2:18])[CH:15]=[CH:16][CH:17]=2)[CH2:6][CH2:5]1.Cl[C:20]1[N:25]=[C:24]([C:26]2[C:27]([C:32]3[CH:37]=[CH:36][C:35]([CH3:38])=[CH:34][CH:33]=3)=[N:28][N:29]([CH3:31])[CH:30]=2)[CH:23]=[CH:22][N:21]=1>C(O)CCC.O1CCOCC1>[CH3:3][N:4]1[CH2:9][CH2:8][CH:7]([CH2:10][O:11][C:12]2[CH:13]=[C:14]([NH:18][C:20]3[N:25]=[C:24]([C:26]4[C:27]([C:32]5[CH:33]=[CH:34][C:35]([CH3:38])=[CH:36][CH:37]=5)=[N:28][N:29]([CH3:31])[CH:30]=4)[CH:23]=[CH:22][N:21]=3)[CH:15]=[CH:16][CH:17]=2)[CH2:6][CH2:5]1 |f:0.1.2|. Procedure details: 3-(1-Methyl-piperidin-4-ylmethoxy)-phenylamine dihydrochloride (206 mg, 0.7 mmol) is suspended in 1.5 mL n-butanol and 1.5 mL dioxane. 2-Chloro-4-(1-methyl-3-p-tolyl-1H-pyrazol-4-yl)-pyrimidine (100 mg, 0.35 mmol) is added and the mixture heated under reflux for 15 h. The yellow suspension is evaporated to dryness and the residue portioned between 8 mL 20% potassium carbonate solution and 10 mL dichloromethane. The organic phase is dried with sodium sulfate and evaporated. The crude product is p... The reactants are COCCC=1C=C(C2=CC=CC=C2C1)C(=O)OC (Methyl 3-[2-(methyloxy)ethyl]-1-naphthalenecarboxylate), CC(C)C[AlH]CC(C)C (DIBAl-H). Solvent: C1(=CC=CC=C1)C (toluene). Yields the product COCCC=1C=C(C2=CC=CC=C2C1)CO ({3-[2-(Methyloxy)ethyl]-1-naphthalenyl}methanol). RXN SMILES: [CH3:1][O:2][CH2:3][CH2:4][C:5]1[CH:6]=[C:7]([C:15](OC)=[O:16])[C:8]2[C:13]([CH:14]=1)=[CH:12][CH:11]=[CH:10][CH:9]=2.CC(C[AlH]CC(C)C)C>C1(C)C=CC=CC=1>[CH3:1][O:2][CH2:3][CH2:4][C:5]1[CH:6]=[C:7]([CH2:15][OH:16])[C:8]2[C:13]([CH:14]=1)=[CH:12][CH:11]=[CH:10][CH:9]=2. Procedure: Methyl 3-[2-(methyloxy)ethyl]-1-naphthalenecarboxylate (1 eq.) from the previous step was taken up in toluene (0.1 M). To this solution was then added DIBAl-H (1.5 M toluene solution, 2.4 eq.) and the resulting solution was vigorously stirred at RT for 4 h. The reaction mixture thus obtained was quenched with 1 N aq. HCl and extracted with ether. The combined organic extracts were washed further with water and brine, dried over Na2SO4 and filtered. Concentration of the filtrate in vacuo afforded... Starting materials: C(CCCCCCCCC)(=O)C1=C(C(=C(OCC2=CC=C(C=O)C=C2)C=C1)CCC)O (4-[(4-decanoyl-3-hydroxy-2-propylphenoxy)methyl]benzaldehyde), S1C(=S)NC(=O)C1 (rhodanine), C(C)(=O)[O-].[Na+] (sodium acetate), S1C(=S)NC(=O)C1 (rhodanine), C(C1=CC=CC=C1)=O (benzaldehyde). The solvent is C(C)(=O)O (acetic acid). Yields the product C(CCCCCCCCC)(=O)C1=C(C(=C(OCC2=CC=C(C=C2)C=C2C(NC(S2)=S)=O)C=C1)CCC)O (5-[[4-[(4-decanoyl-3-hydroxy-2-propylphenoxy)methyl]phenyl]methylene]-2-thioxo-4-thiazolidinone). Yield: 84.0%. Reaction SMILES: [C:1]([C:12]1[CH:27]=[CH:26][C:15]([O:16][CH2:17][C:18]2[CH:25]=[CH:24][C:21]([CH:22]=O)=[CH:20][CH:19]=2)=[C:14]([CH2:28][CH2:29][CH3:30])[C:13]=1[OH:31])(=[O:11])[CH2:2][CH2:3][CH2:4][CH2:5][CH2:6][CH2:7][CH2:8][CH2:9][CH3:10].[S:32]1[CH2:38][C:36](=[O:37])[NH:35][C:33]1=[S:34].C(=O)C1C=CC=CC=1.C([O-])(=O)C.[Na+]>C(O)(=O)C>[C:1]([C:12]1[CH:27]=[CH:26][C:15]([O:16][CH2:17][C:18]2[CH:25]=[CH:24][C:21]([CH:22]=[C:38]3[S:32][C:33](=[S:34])[NH:35][C:36]3=[O:37])=[CH:20][CH:19]=2)=[C:14]([CH2:28][CH2:29][CH3:30])[C:13]=1[OH:31])(=[O:11])[CH2:2][CH2:3][CH2:4][CH2:5][CH2:6][CH2:7][CH2:8][CH2:9][CH3:10] |f:3.4|. Procedure details: The 4-[(4-decanoyl-3-hydroxy-2-propylphenoxy)methyl]benzaldehyde thus obtained was coupled with the rhodanine by reacting equimolar amounts of the benzaldehyde and the rhodanine in the presence of sodium acetate and acetic acid as previously described to yield 1.6 g (84%) of the title product. mp 187.5-188° C.